describe an organic reaction: reactants, conditions, products, and yield From a dataset of the Open Reaction Database (ORD), a public repository of structured organic reaction records. Reactants: ClC=1N=C(C2=C(N1)C1=C(O2)C=CC(=C1)Cl)N1CCN(CC1)C (2,8-dichloro-4-(4-methyl-piperazin-1-yl)-benzo[4,5]furo[3,2-d]pyrimidine), COC1=CC=C(CN)C=C1 (4-methoxybenzylamine). The solvent is N1=CC=CC=C1 (pyridine). Conditions: temperature 200 celsius. Product: ClC=1C=CC2=C(C=3N=C(N=C(C3O2)N2CCN(CC2)C)NCC2=CC=C(C=C2)OC)C1 ([8-chloro-4-(4-methyl-piperazin-1-yl)-benzo[4,5]furo[3,2-d]pyrimidin-2-yl]-(4-methoxy-benzyl)-amine). RXN SMILES: Cl[C:2]1[N:3]=[C:4]([N:16]2[CH2:21][CH2:20][N:19]([CH3:22])[CH2:18][CH2:17]2)[C:5]2[O:10][C:9]3[CH:11]=[CH:12][C:13]([Cl:15])=[CH:14][C:8]=3[C:6]=2[N:7]=1.[CH3:23][O:24][C:25]1[CH:32]=[CH:31][C:28]([CH2:29][NH2:30])=[CH:27][CH:26]=1>N1C=CC=CC=1>[Cl:15][C:13]1[CH:12]=[CH:11][C:9]2[O:10][C:5]3[C:4]([N:16]4[CH2:21][CH2:20][N:19]([CH3:22])[CH2:18][CH2:17]4)=[N:3][C:2]([NH:30][CH2:29][C:28]4[CH:31]=[CH:32][C:25]([O:24][CH3:23])=[CH:26][CH:27]=4)=[N:7][C:6]=3[C:8]=2[CH:14]=1. Procedure: To a solution of 2,8-dichloro-4-(4-methyl-piperazin-1-yl)-benzo[4,5]furo[3,2-d]pyrimidine (1.3 g, 3.0 mmol) in pyridine (4 mL) was added 4-methoxybenzylamine (4 mL, 30 mmol). After heating at 200° C. for 1 h in the microwave, the resulting mixture was concentrated and the residue was purified by FCC (CH2Cl2/MeOH) to give [8-chloro-4-(4-methyl-piperazin-1-yl)-benzo[4,5]furo[3,2-d]pyrimidin-2-yl]-(4-methoxy-benzyl)-amine. The intermediate was then dissolved in TFA (7 mL) and heated at 65° C. for 3... Reactants: N1=CC=C(C=C1)N1CCN(CC1)C1=CC=C(C=C1)O (4-[4-(4-pyridyl)piperazin-1-yl]phenol), [OH-].[Na+] (sodium hydroxide). Run in C(C)O (ethanol). Product: N1=CC=C(C=C1)N1CCN(CC1)C1=CC=C(OCCCC(=O)O)C=C1 (4-[4-[4-(4-pyridyl)piperazin-1-yl]phenoxy]butyric acid). Reaction SMILES: [N:1]1[CH:6]=[CH:5][C:4]([N:7]2[CH2:12][CH2:11][N:10]([C:13]3[CH:18]=[CH:17][C:16]([OH:19])=[CH:15][CH:14]=3)[CH2:9][CH2:8]2)=[CH:3][CH:2]=1.[OH-:20].[Na+]>C(O)C>[N:1]1[CH:6]=[CH:5][C:4]([N:7]2[CH2:8][CH2:9][N:10]([C:13]3[CH:18]=[CH:17][C:16]([O:19][CH2:13][CH2:14][CH2:15][C:16]([OH:19])=[O:20])=[CH:15][CH:14]=3)[CH2:11][CH2:12]2)=[CH:3][CH:2]=1 |f:1.2|. Reported procedure: A solution of the product of Example 25 (0.1 g) in aqueous sodium hydroxide (1N, 0.8 ml) and ethanol (2 ml) was kept for 2 hours. The solution was evaporated and the residue dissolved in water (5 ml). Hydrochloric acid (1N, 0.8 ml) was added and the precipitate was filtered and washed with water and ether to give the title compound as a solid: m.p 305°-306° C.; m/e 342(M+H)+ ; NMR(d6DMSO) δ 8.0(2H,d); 6.72(6H,m); 3.74(2H,t); 3.3(4H,m); 2.94(4H,m); 2.19(2H,t); 1.72(2H, m); calculated for C19H23N3... Reactants: C(C)OC1=C(C(C1=O)=O)NC1=C(C=C(C#N)C=C1)CC (4-(2-ethoxy-3,4-dioxo-cyclobut-1-enylamino)-3-ethylbenzonitrile), C[C@H](C(C)(C)C)N ((R)-1,2,2-trimethylpropylamine). The solvent is C(C)O (ethanol). Product: O=C1C(=C(C1=O)NC1=C(C=C(C#N)C=C1)CC)N[C@@H](C(C)(C)C)C ((+)-(R)-4-[3,4-dioxo-2-(1,2,2-trimethyl-propylamino)-cyclobut-1-enylamino]-3-ethylbenzonitrile). Yield: 52.1%. RXN SMILES: C(O[C:4]1[C:7](=[O:8])[C:6](=[O:9])[C:5]=1[NH:10][C:11]1[CH:18]=[CH:17][C:14]([C:15]#[N:16])=[CH:13][C:12]=1[CH2:19][CH3:20])C.[CH3:21][C@@H:22]([NH2:27])[C:23]([CH3:26])([CH3:25])[CH3:24]>C(O)C>[O:8]=[C:7]1[C:6](=[O:9])[C:5]([NH:10][C:11]2[CH:18]=[CH:17][C:14]([C:15]#[N:16])=[CH:13][C:12]=2[CH2:19][CH3:20])=[C:4]1[NH:27][C@H:22]([CH3:21])[C:23]([CH3:26])([CH3:25])[CH3:24]. Procedure details: 4-(2-ethoxy-3,4-dioxo-cyclobut-1-enylamino)-3-ethylbenzonitrile (1.26 g, 4.66 mmol) and a solution of (R)-1,2,2-trimethylpropylamine (9.3 mmol) in ethanol (58 mL) were stirred at room temperature for 24 hours. The resulting yellow solution was concentrated to a yellow oil, which was dissolved in acetonitrile (20 mL) and stirred at room temperature. The yellow solid which precipitated was filtered off and rinsed with ethyl acetate to yield 0.79 g (52%) of (+)-(R)-4-[3,4-dioxo-2-(1,2,2-trimethyl-p...